This data is from the Open Reaction Database (ORD), a public repository of structured organic reaction records. The task is: describe an organic reaction: reactants, conditions, products, and yield Starting materials: BrC1=NC=CC2=C1OC(=N2)SC (4-bromo-2-methylsulfanyl-oxazolo[5,4-c]pyridine), COC=1C=C(N)C=C(C1OC)OC (3,4,5-trimethoxyanilin). Reaction conditions: time 2 hour. Product: BrC1=NC=CC2=C1OC(=N2)NC2=CC(=C(C(=C2)OC)OC)OC ((4-Bromo-oxazolo[5,4-c]pyridin-2-yl)-(3,4,5-trimethoxy-phenyl)-amine). RXN SMILES: [Br:1][C:2]1[C:7]2[O:8][C:9](SC)=[N:10][C:6]=2[CH:5]=[CH:4][N:3]=1.[CH3:13][O:14][C:15]1[CH:16]=[C:17]([CH:19]=[C:20]([O:24][CH3:25])[C:21]=1[O:22][CH3:23])[NH2:18]>>[Br:1][C:2]1[C:7]2[O:8][C:9]([NH:18][C:17]3[CH:19]=[C:20]([O:24][CH3:25])[C:21]([O:22][CH3:23])=[C:15]([O:14][CH3:13])[CH:16]=3)=[N:10][C:6]=2[CH:5]=[CH:4][N:3]=1. Procedure details: 0.6 g (2.61 mmol) 4-bromo-2-methylsulfanyl-oxazolo[5,4-c]pyridine are heated to 100° C. until it liquefies, then 0.977 g (5.23 mmol) 3,4,5-trimethoxyanilin is added in small portions with stirring. Stirring is continued for 2 h. The reaction mixture is cooled to room temperature and purified by chromatography (silicagel, hexane=>EtOAc) to afford the title compound. The reactants are CCOC(=O)COc1ccc(N(C)C(=O)OC(C)(C)C)cc1CCCOC, ClCCl, O=C(O)C(F)(F)F. The product is CCOC(=O)COc1ccc(NC)cc1CCCOC. RXN SMILES: [CH2:1]([CH3:2])[O:3][C:4]([CH2:5][O:6][c:7]1[c:8]([CH2:22][CH2:23][CH2:24][O:25][CH3:26])[cH:9][c:10]([N:13]([CH3:14])[C:15]([O:16][C:17]([CH3:18])([CH3:19])[CH3:20])=[O:21])[cH:11][cH:12]1)=[O:27].[Cl:35][CH2:36][Cl:37].[F:28][C:29]([F:30])([F:31])[C:32]([OH:33])=[O:34]>>[CH2:1]([CH3:2])[O:3][C:4]([CH2:5][O:6][c:7]1[c:8]([CH2:22][CH2:23][CH2:24][O:25][CH3:26])[cH:9][c:10]([NH:13][CH3:14])[cH:11][cH:12]1)=[O:27]. The reactants are C(C1=CC=CC=C1)(=O)C1=C(C=C(C(=O)OCC)C=C1[N+](=O)[O-])O (ethyl 4-benzoyl3-hydroxy-5-nitrobenzoate), C(C)O (ethanol), C(CCC)I (n-butyl iodide), C(C)I (ethyl iodide), OC=1C=C(C(=O)OCC)C=C(C1C(C1=CC=C(C=C1)C)=O)[N+](=O)[O-] (ethyl 3-hydroxy-4-(4'-methylbenzoyl)-5-nitrobenzoate). Yields the product C(CCC)OC=1C=C(C(=O)O)C=C(C1C(C1=CC=C(C=C1)C)=O)[N+](=O)[O-] (3-n-butoxy-4-(4'-methylbenzoyl)5-nitrobenzoic acid). Reaction SMILES: [C:1]([C:9]1C([N+]([O-])=O)=CC(C(OCC)=O)=CC=1O)(=O)[C:2]1C=CC=C[CH:3]=1.C(I)C.[OH:27][C:28]1[CH:29]=[C:30]([CH:36]=[C:37]([N+:48]([O-:50])=[O:49])[C:38]=1[C:39](=[O:47])[C:40]1[CH:45]=[CH:44][C:43]([CH3:46])=[CH:42][CH:41]=1)[C:31]([O:33]CC)=[O:32].C(I)CCC.C(O)C>>[CH2:9]([O:27][C:28]1[CH:29]=[C:30]([CH:36]=[C:37]([N+:48]([O-:50])=[O:49])[C:38]=1[C:39](=[O:47])[C:40]1[CH:45]=[CH:44][C:43]([CH3:46])=[CH:42][CH:41]=1)[C:31]([OH:33])=[O:32])[CH2:1][CH2:2][CH3:3]. Procedure: By replacing in Example 6, step B, ethyl 4-benzoyl3-hydroxy-5-nitrobenzoate and ethyl iodide with equimolar amounts of ethyl 3-hydroxy-4-(4'-methylbenzoyl)-5-nitrobenzoate and n-butyl iodide respectively and following the procedure described, 3-n-butoxy-4-(4'-methylbenzoyl)5-nitrobenzoic acid crystallizing with 0.5mole of ethanol is obtained with a melting point of 162.5°-163° C. Reactants: C(C)OC(C[C@H](CCCN1C([C@H](C[C@H]1C)NCC1=NC=2NCCCC2C=C1)=O)C=1C=NC(=CC1)OC)=O (3(S)-(6-Methoxy-pyridin-3-yl)-6-{5(R)-methyl-2-oxo-3(S)-[(5,6,7,8-tetrahydro-[1,8]naphthyridin-2-yl-methyl)-amino]-pyrrolidin-1-yl}-hexanoic Acid Ethyl Ester), O.[OH-].[Li+] (lithium hydroxide monohydrate). The solvent is O1CCCC1 (tetrahydrofuran), O (water). Reaction conditions: time 16 hour. Product: COC1=CC=C(C=N1)[C@H](CC(=O)O)CCCN1C([C@H](C[C@H]1C)NCC1=NC=2NCCCC2C=C1)=O (3(S)-(6-Methoxy-pyridin-3-yl)-6-{5(R)-methyl-2-oxo-3(S)-[(5,6,7,8-tetrahydro-[1,8]naphthyridin-2-yl-methyl)-amino]-pyrrolidin-1-yl}-hexanoic Acid). RXN SMILES: C([O:3][C:4](=[O:37])[CH2:5][C@@H:6]([C:29]1[CH:30]=[N:31][C:32]([O:35][CH3:36])=[CH:33][CH:34]=1)[CH2:7][CH2:8][CH2:9][N:10]1[C@H:14]([CH3:15])[CH2:13][C@H:12]([NH:16][CH2:17][C:18]2[CH:27]=[CH:26][C:25]3[CH2:24][CH2:23][CH2:22][NH:21][C:20]=3[N:19]=2)[C:11]1=[O:28])C.O.[OH-].[Li+]>O1CCCC1.O>[CH3:36][O:35][C:32]1[N:31]=[CH:30][C:29]([C@@H:6]([CH2:7][CH2:8][CH2:9][N:10]2[C@H:14]([CH3:15])[CH2:13][C@H:12]([NH:16][CH2:17][C:18]3[CH:27]=[CH:26][C:25]4[CH2:24][CH2:23][CH2:22][NH:21][C:20]=4[N:19]=3)[C:11]2=[O:28])[CH2:5][C:4]([OH:37])=[O:3])=[CH:34][CH:33]=1 |f:1.2.3|. Reported procedure: To a stirred solution of 4-9 (150 mg) in tetrahydrofuran (6 mL) was added lithium hydroxide monohydrate (60 mg) in water (6 mL) and the mixture was stirred for 16 h. The reaction mixture was then concentrated at reduced pressure and the resulting oil was purified by flash column chromatography (silica gel, 30:3:3 to 50:5:5% ethanol/ammonium hydroxide/water in ethyl acetate) to give 4-10 as a white solid. The reactants are C(#N)C1=CC=C(C(=O)OC)C=C1 (methyl 4-cyanobenzoate), C(#N)C1=CC=C(C(=O)OC)C=C1 (methyl 4-cyanobenzoate), C(C)(=O)Cl (Acetyl chloride). The solvent is CCO (EtOH). Conditions: temperature 0 celsius, time 18 hour. Yields the product Cl.C(C)OC(C1=CC=C(C(=O)OC)C=C1)=N (methyl 4-(ethoxy(imino)methyl)benzoate hydrochloride). Isolated yield 84.7%. As a reaction SMILES: [C:1]([C:3]1[CH:12]=[CH:11][C:6]([C:7]([O:9][CH3:10])=[O:8])=[CH:5][CH:4]=1)#[N:2].[C:13]([Cl:16])(=[O:15])[CH3:14]>CCO>[ClH:16].[CH2:13]([O:15][C:1](=[NH:2])[C:3]1[CH:12]=[CH:11][C:6]([C:7]([O:9][CH3:10])=[O:8])=[CH:5][CH:4]=1)[CH3:14] |f:3.4|. Procedure details: A 2 L, three-necked round bottomed flask equipped with a magnetic stir bar, a temperature probe, addition funnel and nitrogen inlet was charged with methyl 4-cyanobenzoate (100 g, 620 mmol). The methyl 4-cyanobenzoate was dissolved in EtOH (438 mL) and cooled in an ice bath to 0° C. Acetyl chloride (353 mL, 4960 mmol) was added dropwise into the stirring solution over a 2 h period during which time an exotherm from 0° C. to 21° C. was noted. The reaction flask was capped, sealed with Parafilm®, ... The yield is 92.9%. Yields the product [N+](=O)([O-])C1=CC=C(C=C1)NCC(C)N (N-(4-nitrophenyl)propylenediamine). Reactants: [N+](=O)([O-])C1=CC=C(C=C1)F (4-nitrofluorobenzene), C(C(C)N)N (propylenediamine), O (water). Conditions: time 1 hour. Procedure details: 2.8 g of 4-nitrofluorobenzene were heated to 80° C. in 29.6 g of propylenediamine and then stirred for 1 hour at the same temperature. The reaction mixture was poured into water and precipitated crystals were collected by filtration, thereby obtaining 3.6 g of N-(4-nitrophenyl)propylenediamine as crystals. Reaction SMILES: [N+:1]([C:4]1[CH:9]=[CH:8][C:7](F)=[CH:6][CH:5]=1)([O-:3])=[O:2].O.[CH2:12]([NH2:16])[CH:13]([NH2:15])[CH3:14]>>[N+:1]([C:4]1[CH:9]=[CH:8][C:7]([NH:16][CH2:12][CH:13]([NH2:15])[CH3:14])=[CH:6][CH:5]=1)([O-:3])=[O:2].